This data is from the Open Reaction Database (ORD), a public repository of structured organic reaction records. The task is: describe an organic reaction: reactants, conditions, products, and yield Reactants: BrC=1C=CC2=C(C=C(CCS2(=O)=O)C(=O)NC2=CC=C(C=C2)CN(C2CCOCC2)C)C1 (7-bromo-N-[4-[[N-methyl-N-(tetrahydropyran-4-yl)amino]methyl]phenyl]-1,1-dioxo-2,3-dihydro-1-benzothiepine-4-carboxamide), B(OC1=CC(=C(C=C1)OCC)F)([O-])[O-] (4-ethoxy-3-fluorophenyl borate), C([O-])([O-])=O.[K+].[K+] (potassium carbonate). Reagents/catalysts: C=1C=CC(=CC1)[P](C=2C=CC=CC2)(C=3C=CC=CC3)[Pd]([P](C=4C=CC=CC4)(C=5C=CC=CC5)C=6C=CC=CC6)([P](C=7C=CC=CC7)(C=8C=CC=CC8)C=9C=CC=CC9)[P](C=1C=CC=CC1)(C=1C=CC=CC1)C=1C=CC=CC1 (tetrakistriphenylphosphinepalladium). Solvent: C1(=CC=CC=C1)C.C(C)O.O (toluene ethanol water). Reaction conditions: time 1 hour. Yields the product C(C)OC1=C(C=C(C=C1)C=1C=CC2=C(C=C(CCS2(=O)=O)C(=O)NC2=CC=C(C=C2)CN(C2CCOCC2)C)C1)F (7-(4-ethoxy-3-fluorophenyl)-N-[4-[[N-methyl-N-(tetrahydropyran-4-yl)amino]methyl]phenyl]-1,1-dioxo-2,3-dihydro-1-benzothiepine-4-carboxamide). Yield: 41.0%. RXN SMILES: Br[C:2]1[CH:3]=[CH:4][C:5]2[S:11](=[O:13])(=[O:12])[CH2:10][CH2:9][C:8]([C:14]([NH:16][C:17]3[CH:22]=[CH:21][C:20]([CH2:23][N:24]([CH3:31])[CH:25]4[CH2:30][CH2:29][O:28][CH2:27][CH2:26]4)=[CH:19][CH:18]=3)=[O:15])=[CH:7][C:6]=2[CH:32]=1.B([O-])([O-])O[C:35]1[CH:40]=[CH:39][C:38]([O:41][CH2:42][CH3:43])=[C:37]([F:44])[CH:36]=1.C(=O)([O-])[O-].[K+].[K+]>C1(C)C=CC=CC=1.C(O)C.O.C1C=CC([P]([Pd]([P](C2C=CC=CC=2)(C2C=CC=CC=2)C2C=CC=CC=2)([P](C2C=CC=CC=2)(C2C=CC=CC=2)C2C=CC=CC=2)[P](C2C=CC=CC=2)(C2C=CC=CC=2)C2C=CC=CC=2)(C2C=CC=CC=2)C2C=CC=CC=2)=CC=1>[CH2:42]([O:41][C:38]1[CH:39]=[CH:40][C:35]([C:2]2[CH:3]=[CH:4][C:5]3[S:11](=[O:13])(=[O:12])[CH2:10][CH2:9][C:8]([C:14]([NH:16][C:17]4[CH:18]=[CH:19][C:20]([CH2:23][N:24]([CH3:31])[CH:25]5[CH2:30][CH2:29][O:28][CH2:27][CH2:26]5)=[CH:21][CH:22]=4)=[O:15])=[CH:7][C:6]=3[CH:32]=2)=[CH:36][C:37]=1[F:44])[CH3:43] |f:2.3.4,5.6.7,^1:67,69,88,107|. Procedure: Under argon atmosphere, a mixture of 7-bromo-N-[4-[[N-methyl-N-(tetrahydropyran-4-yl)amino]methyl]phenyl]-1,1-dioxo-2,3-dihydro-1-benzothiepine-4-carboxamide (300 mg), 4-ethoxy-3-fluorophenyl borate (117 mg) and potassium carbonate (160 mg) in toluene/ethanol/water (10/1/1 ml) was stirred at room temperature for 1 hour. To the mixture was added tetrakistriphenylphosphinepalladium (33 mg), and the mixture was refluxed for 24 hours, cooled, extracted with ethyl acetate, washed with saturated brine... The reactants are C1CCOC1, CC(C)[Si](Oc1cccc2c1CN(C(=O)OC(C)(C)C)C(C(O)C(Cc1cc(F)cc(F)c1)C(=O)N1C(=O)OCC1Cc1ccccc1)C2)(C(C)C)C(C)C, [Li+], [OH-], O, OO. Yields the product CC(C)[Si](Oc1cccc2c1CN(C(=O)OC(C)(C)C)C(C(O)C(Cc1cc(F)cc(F)c1)C(=O)O)C2)(C(C)C)C(C)C. RXN SMILES: [CH2:60]1[O:61][CH2:62][CH2:63][CH2:64]1.[F:1][c:2]1[cH:3][c:4]([CH2:5][CH:6]([CH:7]([OH:8])[CH:9]2[N:10]([C:30](=[O:31])[O:32][C:33]([CH3:34])([CH3:35])[CH3:36])[CH2:11][c:12]3[c:13]([O:19][Si:20]([CH:21]([CH3:22])[CH3:23])([CH:24]([CH3:25])[CH3:26])[CH:27]([CH3:28])[CH3:29])[cH:14][cH:15][cH:16][c:17]3[CH2:18]2)[C:37](=[O:38])[N:39]2[CH:40]([CH2:41][c:42]3[cH:43][cH:44][cH:45][cH:46][cH:47]3)[CH2:48][O:49][C:50]2=[O:51])[cH:52][c:53]([F:55])[cH:54]1.[Li+:57].[OH-:56].[OH2:65].[OH:58][OH:59]>>[F:1][c:2]1[cH:3][c:4]([CH2:5][CH:6]([CH:7]([OH:8])[CH:9]2[N:10]([C:30](=[O:31])[O:32][C:33]([CH3:34])([CH3:35])[CH3:36])[CH2:11][c:12]3[c:13]([O:19][Si:20]([CH:21]([CH3:22])[CH3:23])([CH:24]([CH3:25])[CH3:26])[CH:27]([CH3:28])[CH3:29])[cH:14][cH:15][cH:16][c:17]3[CH2:18]2)[C:37](=[O:38])[OH:56])[cH:52][c:53]([F:55])[cH:54]1. The reactants are [N+](=O)([O-])C1=CC=C(C=O)C=C1 (4-nitro-benzaldehyde), FC(C(Br)(Br)Br)(F)F (1,1,1-trifluoro-tribromoethane). Yields the product BrC(=CC1=CC=C(C=C1)[N+](=O)[O-])C(F)(F)F (4-(2-bromo-3,3,3-trifluoro-1-propenyl)nitrobenzene). Reaction SMILES: [N+:1]([C:4]1[CH:11]=[CH:10][C:7]([CH:8]=O)=[CH:6][CH:5]=1)([O-:3])=[O:2].[F:12][C:13]([F:19])([F:18])[C:14](Br)(Br)[Br:15]>>[Br:15][C:14]([C:13]([F:19])([F:18])[F:12])=[CH:8][C:7]1[CH:10]=[CH:11][C:4]([N+:1]([O-:3])=[O:2])=[CH:5][CH:6]=1. Procedure details: The product was prepared from 4-nitro-benzaldehyde and from 1,1,1-trifluoro-tribromoethane (CF3 --CBr3) by operating according to the process of example 1. The obtained product has: The reactants are COS(=O)(=O)OC, CN(C)C=O, COCCSc1cc(C)nc(NC(=O)NS(=O)(=O)c2cc(Cl)ccc2Cl)n1, [H-], [H][H], [Na+], O. Product: COCCSc1cc(C)nc(NC(=O)N(C)S(=O)(=O)c2cc(Cl)ccc2Cl)n1. RXN SMILES: [CH3:32][O:33][S:34]([O:35][CH3:36])(=[O:37])=[O:38].[CH3:39][N:40]([CH3:41])[CH:42]=[O:43].[CH3:3][O:4][CH2:5][CH2:6][S:7][c:8]1[n:9][c:10]([NH:15][C:16](=[O:17])[NH:18][S:19](=[O:20])(=[O:21])[c:22]2[c:23]([Cl:29])[cH:24][cH:25][c:26]([Cl:28])[cH:27]2)[n:11][c:12]([CH3:14])[cH:13]1.[H-:1].[H:30][H:31].[Na+:2].[OH2:44]>>[CH3:3][O:4][CH2:5][CH2:6][S:7][c:8]1[n:9][c:10]([NH:15][C:16](=[O:17])[N:18]([S:19](=[O:20])(=[O:21])[c:22]2[c:23]([Cl:29])[cH:24][cH:25][c:26]([Cl:28])[cH:27]2)[CH3:32])[n:11][c:12]([CH3:14])[cH:13]1. Starting materials: CCn1c(=O)c(-c2cc(NC(=O)Oc3ccccc3)c(F)cc2F)cc2cnc(NC(=O)CC#N)cc21, CS(C)=O, Nc1ccccc1. The product is CCn1c(=O)c(-c2cc(NC(=O)Nc3ccccc3)c(F)cc2F)cc2cnc(NC(=O)CC#N)cc21. Reaction SMILES: [C:1](#[N:2])[CH2:3][C:4](=[O:5])[NH:6][c:7]1[n:8][cH:9][c:10]2[cH:11][c:12](-[c:20]3[c:21]([F:37])[cH:22][c:23]([F:36])[c:24]([NH:26][C:27]([O:28][c:29]4[cH:30][cH:31][cH:32][cH:33][cH:34]4)=[O:35])[cH:25]3)[c:13](=[O:19])[n:14]([CH2:17][CH3:18])[c:15]2[cH:16]1.[CH3:45][S:46]([CH3:47])=[O:48].[NH2:38][c:39]1[cH:40][cH:41][cH:42][cH:43][cH:44]1>>[C:1](#[N:2])[CH2:3][C:4](=[O:5])[NH:6][c:7]1[n:8][cH:9][c:10]2[cH:11][c:12](-[c:20]3[c:21]([F:37])[cH:22][c:23]([F:36])[c:24]([NH:26][C:27](=[O:35])[NH:38][c:39]4[cH:40][cH:41][cH:42][cH:43][cH:44]4)[cH:25]3)[c:13](=[O:19])[n:14]([CH2:17][CH3:18])[c:15]2[cH:16]1.